Dataset: the Open Reaction Database (ORD), a public repository of structured organic reaction records. Task: describe an organic reaction: reactants, conditions, products, and yield The reactants are Cl.N[C@@H]1CC[C@H](CC1)NC(=O)C1=C(NC=2C1=NC=CC2C2=C(C=CC(=C2)F)OCC2CC2)C (N-(trans-4-aminocyclohexyl)-7-[2-(cyclopropylmethoxy)-5-fluorophenyl]-2-methyl-1H-pyrrolo[3,2-b]pyridine-3-carboxamide hydrochloride), COCC(=O)Cl (methoxy-acetyl chloride). Yields the product C1(CC1)COC1=C(C=C(C=C1)F)C1=C2C(=NC=C1)C(=C(N2)C)C(=O)N[C@@H]2CC[C@H](CC2)NC(COC)=O (7-[2-(Cyclopropylmethoxy)-5-fluorophenyl]-N-{trans-4-[(methoxyacetyl)amino]cyclohexyl}-2-methyl-1H-pyrrolo[3,2-b]pyridine-3-carboxamide). RXN SMILES: Cl.[NH2:2][C@H:3]1[CH2:8][CH2:7][C@H:6]([NH:9][C:10]([C:12]2[C:16]3=[N:17][CH:18]=[CH:19][C:20]([C:21]4[CH:26]=[C:25]([F:27])[CH:24]=[CH:23][C:22]=4[O:28][CH2:29][CH:30]4[CH2:32][CH2:31]4)=[C:15]3[NH:14][C:13]=2[CH3:33])=[O:11])[CH2:5][CH2:4]1.[CH3:34][O:35][CH2:36][C:37](Cl)=[O:38]>>[CH:30]1([CH2:29][O:28][C:22]2[CH:23]=[CH:24][C:25]([F:27])=[CH:26][C:21]=2[C:20]2[CH:19]=[CH:18][N:17]=[C:16]3[C:12]([C:10]([NH:9][C@H:6]4[CH2:7][CH2:8][C@H:3]([NH:2][C:37](=[O:38])[CH2:36][O:35][CH3:34])[CH2:4][CH2:5]4)=[O:11])=[C:13]([CH3:33])[NH:14][C:15]=23)[CH2:31][CH2:32]1 |f:0.1|. Reported procedure: Starting from N-(trans-4-aminocyclohexyl)-7-[2-(cyclopropylmethoxy)-5-fluorophenyl]-2-methyl-1H-pyrrolo[3,2-b]pyridine-3-carboxamide hydrochloride (example D.f8) and commercially methoxy-acetyl chloride the title compound is obtained as colorless solid. The reactants are C(C)C1=CC=C(C=C1)C1=C(SC(=C1)C)CO ((3-(4-ethylphenyl)-5-methylthiophen-2-yl)methanol), OC1=C(C(=C(C=C1)CCC(=O)OCC)F)F (ethyl 3-(4-hydroxy-2,3-difluoro phenyl)propanoate), C(C)C1=CC=C(C=C1)C1=C(SC(=C1)C)COC1=C(C(=C(C=C1)CCC(=O)OCC)F)F (ethyl 3-(4-((3-(4-ethylphenyl)-5-methylthiophen-2-yl)methoxy)-2,3-difluorophenyl)propanoate). Product: C(C)C1=CC=C(C=C1)C1=C(SC(=C1)C)COC1=C(C(=C(C=C1)CCC(=O)O)F)F (3-(4-((3-(4-ethylphenyl)-5-methylthiophen-2-yl)methoxy)-2,3-difluorophenyl)propanoic acid). Reaction SMILES: C(C1C=CC(C2C=C(C)SC=2CO)=CC=1)C.OC1C=CC(CCC(OCC)=O)=C(F)C=1F.[CH2:33]([C:35]1[CH:40]=[CH:39][C:38]([C:41]2[CH:45]=[C:44]([CH3:46])[S:43][C:42]=2[CH2:47][O:48][C:49]2[CH:54]=[CH:53][C:52]([CH2:55][CH2:56][C:57]([O:59]CC)=[O:58])=[C:51]([F:62])[C:50]=2[F:63])=[CH:37][CH:36]=1)[CH3:34]>>[CH2:33]([C:35]1[CH:36]=[CH:37][C:38]([C:41]2[CH:45]=[C:44]([CH3:46])[S:43][C:42]=2[CH2:47][O:48][C:49]2[CH:54]=[CH:53][C:52]([CH2:55][CH2:56][C:57]([OH:59])=[O:58])=[C:51]([F:62])[C:50]=2[F:63])=[CH:39][CH:40]=1)[CH3:34]. Procedure details: The title compound was prepared according to the procedure described in Example 208 by coupling of (3-(4-ethylphenyl)-5-methylthiophen-2-yl)methanol and ethyl 3-(4-hydroxy-2,3-difluoro phenyl)propanoate followed by hydrolysis of ethyl 3-(4-((3-(4-ethylphenyl)-5-methylthiophen-2-yl)methoxy)-2,3-difluorophenyl)propanoate to afford the desired product as an off-white solid. 1H NMR (400 MHz, CDCl3) δ 7.55 (d, J=7.9 Hz, 2H), 7.30 (s, 1H), 7.25 (d, J=7.5 Hz, 2H), 7.02 (d, J=7.8 Hz, 1H), 6.68 (d, J=7.5... Reactants: CS(C)=O, COc1cc2c(cc1C=O)C(C)(C)CCC2(C)C, CCOP(=O)(OCC)C(Cl)c1ccc(C)cc1, O. Yields the product COc1cc2c(cc1C#Cc1ccc(C)cc1)C(C)(C)CCC2(C)C. As a reaction SMILES: [CH3:37][S:38](=[O:39])[CH3:40].[CH:18](=[O:19])[c:20]1[cH:21][c:22]2[c:27]([cH:28][c:29]1[O:30][CH3:31])[C:26]([CH3:32])([CH3:33])[CH2:25][CH2:24][C:23]2([CH3:34])[CH3:35].[Cl:1][CH:2]([c:3]1[cH:4][cH:5][c:6]([CH3:9])[cH:7][cH:8]1)[P:10](=[O:11])([O:12][CH2:13][CH3:14])[O:15][CH2:16][CH3:17].[OH2:36]>>[C:2]([c:3]1[cH:4][cH:5][c:6]([CH3:9])[cH:7][cH:8]1)#[C:18][c:20]1[cH:21][c:22]2[c:27]([cH:28][c:29]1[O:30][CH3:31])[C:26]([CH3:32])([CH3:33])[CH2:25][CH2:24][C:23]2([CH3:34])[CH3:35]. Reactants: solution, [OH-].[K+] (potassium hydroxide), C(C)OC(=O)C=1NC2=CC(=CC(=C2C1)C)OCC1=CC=CC=C1 (6-benzyloxy-4-methyl-1H-indole-2-carboxylic acid ethyl ester), Cl (HCl). Solvent: C(C)O (ethanol), C(C)O (ethanol). Product: C(C1=CC=CC=C1)OC1=CC(=C2C=C(NC2=C1)C(=O)O)C (6-Benzyloxy-4-methyl-1H-indole-2-carboxylic acid). Yield: 100.0%. RXN SMILES: [OH-].[K+].C([O:5][C:6]([C:8]1[NH:9][C:10]2[C:15]([CH:16]=1)=[C:14]([CH3:17])[CH:13]=[C:12]([O:18][CH2:19][C:20]1[CH:25]=[CH:24][CH:23]=[CH:22][CH:21]=1)[CH:11]=2)=[O:7])C.Cl>C(O)C>[CH2:19]([O:18][C:12]1[CH:11]=[C:10]2[C:15]([CH:16]=[C:8]([C:6]([OH:7])=[O:5])[NH:9]2)=[C:14]([CH3:17])[CH:13]=1)[C:20]1[CH:25]=[CH:24][CH:23]=[CH:22][CH:21]=1 |f:0.1|. Reported procedure: A 2 M solution of potassium hydroxide in ethanol (0.48 ml, 0.97 mmol) was added to a solution of 6-benzyloxy-4-methyl-1H-indole-2-carboxylic acid ethyl ester (100 mg, 0.32 mmol; PCT Int. Appl. (2001), WO 2001044186 A1) in ethanol (1 ml). The mixture was heated at reflux for 1.5 h, acidified with 1 N HCl and extracted two times with ethyl acetate. The combined extracts were washed with brine and dried over sodium sulfate. Evaporation of the solvent under reduced pressure gave 90 mg (0.32 mmol, 99... Procedure: (5R,7R)-4-(1′-benzyl-4-((tert-butoxycarbonylamino)methyl)spiro[indoline-3,4′-piperidine]-1-yl)-5-methyl-6,7-dihydro-5H-cyclopenta[d]pyrimidin-7-yl 4-nitrobenzoate was prepared by the procedures described in Example 1, Step 8, substituting (R)-4-chloro-5-methyl-6,7-dihydro-5H-cyclopenta[d]pyrimidine with (5R,7R)-4-chloro-5-methyl-6,7-dihydro-5H-cyclopenta[d]pyrimidin-7-yl 4-nitrobenzoate, and substituting tert-butyl 5H-chlorospiro[indoline-3,4′-piperidine]-1′-carboxylate with tert-butyl (1′-benzy... As a reaction SMILES: [N+:1]([C:4]1[CH:23]=[CH:22][C:7]([C:8]([O:10][C@H:11]2[C:15]3[N:16]=[CH:17][N:18]=[C:19](Cl)[C:14]=3[C@H:13]([CH3:21])[CH2:12]2)=[O:9])=[CH:6][CH:5]=1)([O-:3])=[O:2].[CH2:24]([N:31]1[CH2:36][CH2:35][C:34]2([C:44]3[C:39](=[CH:40][CH:41]=[CH:42][C:43]=3[CH2:45][NH:46][C:47](=[O:53])[O:48][C:49]([CH3:52])([CH3:51])[CH3:50])[NH:38][CH2:37]2)[CH2:33][CH2:32]1)[C:25]1[CH:30]=[CH:29][CH:28]=[CH:27][CH:26]=1>>[N+:1]([C:4]1[CH:23]=[CH:22][C:7]([C:8]([O:10][C@H:11]2[C:15]3[N:16]=[CH:17][N:18]=[C:19]([N:38]4[C:39]5[C:44](=[C:43]([CH2:45][NH:46][C:47]([O:48][C:49]([CH3:52])([CH3:51])[CH3:50])=[O:53])[CH:42]=[CH:41][CH:40]=5)[C:34]5([CH2:35][CH2:36][N:31]([CH2:24][C:25]6[CH:30]=[CH:29][CH:28]=[CH:27][CH:26]=6)[CH2:32][CH2:33]5)[CH2:37]4)[C:14]=3[C@H:13]([CH3:21])[CH2:12]2)=[O:9])=[CH:6][CH:5]=1)([O-:3])=[O:2]. The product is [N+](=O)([O-])C1=CC=C(C(=O)O[C@@H]2C[C@H](C3=C2N=CN=C3N3CC2(CCN(CC2)CC2=CC=CC=C2)C2=C(C=CC=C32)CNC(=O)OC(C)(C)C)C)C=C1 ((5R,7R)-4-(1′-benzyl-4-((tert-butoxycarbonylamino)methyl)spiro[indoline-3,4′-piperidine]-1-yl)-5-methyl-6,7-dihydro-5H-cyclopenta[d]pyrimidin-7-yl 4-nitrobenzoate). Reactants: [N+](=O)([O-])C1=CC=C(C(=O)O[C@@H]2C[C@H](C3=C2N=CN=C3Cl)C)C=C1 ((5R,7R)-4-chloro-5-methyl-6,7-dihydro-5H-cyclopenta[d]pyrimidin-7-yl 4-nitrobenzoate), C(C1=CC=CC=C1)N1CCC2(CC1)CNC1=CC=CC(=C12)CNC(OC(C)(C)C)=O (tert-butyl (1′-benzylspiro[indoline-3,4′-piperidine]-4-yl)methylcarbamate).